From a dataset of the Open Reaction Database (ORD), a public repository of structured organic reaction records. describe an organic reaction: reactants, conditions, products, and yield Starting materials: CCNc1ncccc1-c1cscc1Br, CCCC[N+](CCCC)(CCCC)CCCC, CN1CCCC1=O, CCOC(C)=O, [F-], CCCC[Sn](CCCC)(CCCC)c1cccnc1F. Yields the product CCNc1ncccc1-c1cscc1-c1cccnc1F. Reaction SMILES: [Br:1][c:2]1[cH:3][s:4][cH:5][c:6]1-[c:7]1[c:8]([NH:13][CH2:14][CH3:15])[n:9][cH:10][cH:11][cH:12]1.[CH3:37][CH2:38][CH2:39][CH2:40][N+:41]([CH2:42][CH2:43][CH2:44][CH3:45])([CH2:46][CH2:47][CH2:48][CH3:49])[CH2:50][CH2:51][CH2:52][CH3:53].[CH3:54][N:55]1[CH2:56][CH2:57][CH2:58][C:59]1=[O:60].[CH3:61][CH2:62][O:63][C:64](=[O:65])[CH3:66].[F-:36].[F:16][c:17]1[n:18][cH:19][cH:20][cH:21][c:22]1[Sn:23]([CH2:24][CH2:25][CH2:26][CH3:27])([CH2:28][CH2:29][CH2:30][CH3:31])[CH2:32][CH2:33][CH2:34][CH3:35]>>[c:2]1(-[c:22]2[c:17]([F:16])[n:18][cH:19][cH:20][cH:21]2)[cH:3][s:4][cH:5][c:6]1-[c:7]1[c:8]([NH:13][CH2:14][CH3:15])[n:9][cH:10][cH:11][cH:12]1.